Dataset: the Open Reaction Database (ORD), a public repository of structured organic reaction records. Task: describe an organic reaction: reactants, conditions, products, and yield Starting materials: ClC=1C=C(CBr)C=C(C1)C(=C(Cl)Cl)Cl (3-chloro-5-(trichlorovinyl)benzyl bromide), [N-]=[N+]=[N-].[Na+] (sodium azide). Solvent: C(C)O (ethanol). The product is ClC=1C=C(CN=[N+]=[N-])C=C(C1)C(=C(Cl)Cl)Cl (3-chloro-5-(trichlorovinyl)benzyl azide). Isolated yield 70.7%. As a reaction SMILES: [Cl:1][C:2]1[CH:3]=[C:4]([CH:7]=[C:8]([C:10]([Cl:14])=[C:11]([Cl:13])[Cl:12])[CH:9]=1)[CH2:5]Br.[N-:15]=[N+:16]=[N-:17].[Na+]>C(O)C>[Cl:1][C:2]1[CH:3]=[C:4]([CH:7]=[C:8]([C:10]([Cl:14])=[C:11]([Cl:13])[Cl:12])[CH:9]=1)[CH2:5][N:15]=[N+:16]=[N-:17] |f:1.2|. Procedure: A solution of 3-chloro-5-(trichlorovinyl)benzyl bromide (3.57 g) and sodium azide (813 mg) in 50 ml of ethanol was heated at reflux for 30 minutes. The reaction was then concentrated and the residue chromatographed on silica gel with petroleum ether as eluant to afford 2.24 g of pure 3-chloro-5-(trichlorovinyl)benzyl azide. Reactants: C(C)OC(=O)C=1C=NC2=C(C=CC=C2C1NC1CCCC1)OC (4-cyclopentylamino-8-methoxy-quinoline-3-carboxylic acid ethyl ester), C(CC)N=C=O (propyl isocyanate). The product is C1(CCCC1)N1C(N(C(C=2C=NC=3C(=CC=CC3C21)OC)=O)CCC)=O (1-Cyclopentyl-7-methoxy-3-propyl-1H-pyrimido[5,4-c]quinoline-2,4-dione). Isolated yield 39.6%. RXN SMILES: C(O[C:4]([C:6]1[CH:7]=[N:8][C:9]2[C:14]([C:15]=1[NH:16][CH:17]1[CH2:21][CH2:20][CH2:19][CH2:18]1)=[CH:13][CH:12]=[CH:11][C:10]=2[O:22][CH3:23])=[O:5])C.[CH2:24]([N:27]=[C:28]=[O:29])[CH2:25][CH3:26]>>[CH:17]1([N:16]2[C:15]3[C:14]4[CH:13]=[CH:12][CH:11]=[C:10]([O:22][CH3:23])[C:9]=4[N:8]=[CH:7][C:6]=3[C:4](=[O:5])[N:27]([CH2:24][CH2:25][CH3:26])[C:28]2=[O:29])[CH2:18][CH2:19][CH2:20][CH2:21]1. Procedure details: 1-Cyclopentyl-7-methoxy-3-propyl-1H-pyrimido[5,4-c]quinoline-2,4-dione (14 mg) was prepared from 4-cyclopentylamino-8-methoxy-quinoline-3-carboxylic acid ethyl ester (0.10 mmol) and propyl isocyanate (0.4 mmol) following general procedure C. LCMS: m/z 354 [M+1]+. 1H NMR (400 MHz, CDCl3): δ 9.49 (s, 1H), 7.82 (d, 1H), 7.59 (t, 1H), 7.24 (d, 1H), 5.01 (m, 1H), 4.15 (s, 3H), 4.03 (t, 2H), 2.40 (m, 2H), 2.09 (m, 4H), 1.76 (m, 2H), 1.63 (m, 2H), and 1.16 (t, 3H) ppm. Reaction SMILES: [CH3:1][n:2]1[n:3][cH:4][n:5][c:6]1[CH2:7][O:8][CH2:9][c:10]1[cH:11][c:12]([NH:16][c:17]2[c:18]([N+:27]([O-:28])=[O:29])[cH:19][c:20]([C:23]([F:24])([F:25])[F:26])[cH:21][cH:22]2)[cH:13][cH:14][cH:15]1.[CH3:32][CH2:33][OH:34].[H:30][H:31]>>[CH3:1][n:2]1[n:3][cH:4][n:5][c:6]1[CH2:7][O:8][CH2:9][c:10]1[cH:11][c:12]([NH:16][c:17]2[c:18]([NH2:27])[cH:19][c:20]([C:23]([F:24])([F:25])[F:26])[cH:21][cH:22]2)[cH:13][cH:14][cH:15]1. Reactants: Cn1ncnc1COCc1cccc(Nc2ccc(C(F)(F)F)cc2[N+](=O)[O-])c1, CCO, [H][H]. Product: Cn1ncnc1COCc1cccc(Nc2ccc(C(F)(F)F)cc2N)c1. Starting materials: O=C([O-])[O-], COC(=O)c1ccccc1CBr, Cl, [K+], [K+], CN(C)C=O, O=C(O)CC(O)(CC(=O)O)C(=O)O, Sc1cccc2cccnc12. Yields the product COC(=O)c1ccccc1CSc1cccc2cccnc12. Reaction SMILES: [C:13](=[O:14])([O-:15])[O-:16].[CH3:19][O:20][C:21]([c:22]1[c:23]([CH2:28][Br:29])[cH:24][cH:25][cH:26][cH:27]1)=[O:30].[ClH:1].[K+:17].[K+:18].[O:31]=[CH:32][N:33]([CH3:34])[CH3:35].[OH:36][C:37]([CH2:38][C:39]([C:40](=[O:41])[OH:42])([CH2:43][C:44](=[O:45])[OH:46])[OH:47])=[O:48].[n:2]1[cH:3][cH:4][cH:5][c:6]2[cH:7][cH:8][cH:9][c:10]([SH:12])[c:11]12>>[n:2]1[cH:3][cH:4][cH:5][c:6]2[cH:7][cH:8][cH:9][c:10]([S:12][CH2:28][c:23]3[c:22]([C:21]([O:20][CH3:19])=[O:30])[cH:27][cH:26][cH:25][cH:24]3)[c:11]12. Reactants: Cl.N[C@H]1[C@@H]2N(C(=C(CS2)\C=C\C#CC)C(=O)OC(C2=CC=CC=C2)C2=CC=CC=C2)C1=O (diphenylmethyl(6R,7R)-7-amino-3-[(E)-pent-1-en-3-ynyl]ceph-3-em-4-carboxylate, hydrochloride), C(N)(=O)CO\N=C(/C(=O)O)\C=1N=C(SC1)NC(C1=CC=CC=C1)(C1=CC=CC=C1)C1=CC=CC=C1 ((Z)-2-(Carbamoylmethoxyimino)-2-(2-tritylaminothiazol-4-yl)acetic acid), O.ON1N=NC2=C1C=CC=C2 (1-hydroxybenzotriazole hydrate), C1(CCCCC1)N=C=NC1CCCCC1 (N,N'-dicyclohexylcarbodiimide). Run in O1CCCC1 (tetrahydrofuran), C(C)N(CC)CC (triethylamine). Yields the product C(N)(=O)CO\N=C(/C(=O)N[C@H]1[C@@H]2N(C(=CC(S2)\C=C\C#CC)C(=O)OC(C2=CC=CC=C2)C2=CC=CC=C2)C1=O)\C=1N=C(SC1)NC(C1=CC=CC=C1)(C1=CC=CC=C1)C1=CC=CC=C1 (Diphenylmethyl(6R,7R)-7-[(Z)-2-(Carbamoylmethoxyimino)-2-(2-tritylaminothiazol-4-yl)acetamido]-[(E)-pent-1-en-3-ynyl]ceph-3-em-4-carboxylate). Procedure details: A stirred solution of diphenylmethyl(6R,7R)-7-amino-3-[(E)-pent-1-en-3-ynyl]ceph-3-em-4-carboxylate, hydrochloride (432 mg) in tetrahydrofuran (10 ml) was treated with triethylamine (125 μl). (Z)-2-(Carbamoylmethoxyimino)-2-(2-tritylaminothiazol-4-yl)acetic acid (441 mg), 1-hydroxybenzotriazole hydrate (162 mg) and N,N'-dicyclohexylcarbodiimide (248 mg) were added in that order. After 3 h, the precipitated N,N'-dicyclohexylurea was filtered off, the filtrate evaporated and the residue purified b... Reaction conditions: time 3 hour. Reaction SMILES: Cl.[NH2:2][C@@H:3]1[C:31](=[O:32])[N:5]2[C:6]([C:15]([O:17][CH:18]([C:25]3[CH:30]=[CH:29][CH:28]=[CH:27][CH:26]=3)[C:19]3[CH:24]=[CH:23][CH:22]=[CH:21][CH:20]=3)=[O:16])=[C:7](/C=C/C#CC)[CH2:8][S:9][C@H:4]12.[C:33]([CH2:36][O:37]/[N:38]=[C:39](/[C:43]1[N:44]=[C:45]([NH:48][C:49]([C:62]2[CH:67]=[CH:66][CH:65]=[CH:64][CH:63]=2)([C:56]2[CH:61]=[CH:60][CH:59]=[CH:58][CH:57]=2)[C:50]2[CH:55]=[CH:54][CH:53]=[CH:52][CH:51]=2)[S:46][CH:47]=1)\[C:40]([OH:42])=O)(=[O:35])[NH2:34].O.ON1[C:74]2[CH:75]=C[CH:77]=[CH:78][C:73]=2N=N1.C1(N=C=NC2CCCCC2)CCCCC1>O1CCCC1.C(N(CC)CC)C>[C:33]([CH2:36][O:37]/[N:38]=[C:39](/[C:43]1[N:44]=[C:45]([NH:48][C:49]([C:56]2[CH:57]=[CH:58][CH:59]=[CH:60][CH:61]=2)([C:50]2[CH:55]=[CH:54][CH:53]=[CH:52][CH:51]=2)[C:62]2[CH:63]=[CH:64][CH:65]=[CH:66][CH:67]=2)[S:46][CH:47]=1)\[C:40]([NH:2][C@@H:3]1[C:31](=[O:32])[N:5]2[C:6]([C:15]([O:17][CH:18]([C:19]3[CH:24]=[CH:23][CH:22]=[CH:21][CH:20]=3)[C:25]3[CH:26]=[CH:27][CH:28]=[CH:29][CH:30]=3)=[O:16])=[CH:7][CH:8](/[CH:75]=[CH:74]/[C:73]#[C:78][CH3:77])[S:9][C@H:4]12)=[O:42])(=[O:35])[NH2:34] |f:0.1,3.4|. Yield: 54.1%. Reactants: N1=C(N=CC=C1)SCC1N(CC(=C1)C1=CC=C(C=C1)N1C(O[C@H](C1)CNC(C)=O)=O)C(C1=CC=CC=C1)(C1=CC=CC=C1)C1=CC=CC=C1 (N-((5S)-3-(4-(2S-(Pyrimidin-2-yl)thiomethyl-1-trityl-2,5-dihydropyrrol-4-yl)phenyl)-2-oxooxazolidin-5-ylmethyl)acetamide), Cl.CC(=O)C (HCl acetone), Cl (HCl). Solvent: CC(=O)C (acetone), O (water). Product: N1=C(N=CC=C1)SCC1NCC(=C1)C1=CC=C(C=C1)N1C(O[C@H](C1)CNC(C)=O)=O (N-((5S)-3-(4-(2S-(Pyrimidin-2-yl)thiomethyl-2,5-dihydropyrrol-4-yl)phenyl)-2-oxooxazolidin-5-ylmethyl)acetamide). Isolated yield 91.9%. RXN SMILES: [N:1]1[CH:6]=[CH:5][CH:4]=[N:3][C:2]=1[S:7][CH2:8][CH:9]1[CH:13]=[C:12]([C:14]2[CH:19]=[CH:18][C:17]([N:20]3[CH2:24][C@H:23]([CH2:25][NH:26][C:27](=[O:29])[CH3:28])[O:22][C:21]3=[O:30])=[CH:16][CH:15]=2)[CH2:11][N:10]1C(C1C=CC=CC=1)(C1C=CC=CC=1)C1C=CC=CC=1.Cl.CC(C)=O.Cl>CC(C)=O.O>[N:1]1[CH:6]=[CH:5][CH:4]=[N:3][C:2]=1[S:7][CH2:8][CH:9]1[CH:13]=[C:12]([C:14]2[CH:19]=[CH:18][C:17]([N:20]3[CH2:24][C@H:23]([CH2:25][NH:26][C:27](=[O:29])[CH3:28])[O:22][C:21]3=[O:30])=[CH:16][CH:15]=2)[CH2:11][NH:10]1 |f:1.2|. Reported procedure: The N-trityl compound (Example 30, 0.528 g, 0.79 mM) in acetone (8 ml) at 0° C. was treated with freshly prepared HCl/acetone (4 ml) and stirred. The mixture was periodically treated with 10% HCl in water until TLC indicated consumption of starting material. The reaction mixture was then diluted with EtOAc (30 ml) and taken to pH 11 with NH4OH solution. The aqueous layer was extracted with EtOAc and the combined organics dried (MgSO4) and evaporated to a residue which was triturated with diethyl... The reactants are C(C)OC([C@H](CCC(=O)OCC)NC(C1=CC=C(C=C1)N1CCC(CC1)=O)=O)=O ((2S)-2-[4-(4-Oxo-piperidine-1-yl)-benzoylamino]-pentanedioic acid diethyl ester), NC[C@H](O)C=1C=CC(=C(C1)NS(=O)(=O)C)O (N-[5-((1R)-2-amino-1-hydroxy-ethyl)-2-hydroxy-phenyl]-methanesulfonamide). Product: O[C@@H](CNC1CCN(CC1)C1=CC=C(C(=O)N[C@H](C(=O)OCC)CCC(=O)OCC)C=C1)C1=CC(=C(C=C1)O)NS(=O)(=O)C (Diethyl(2S)-2-[(4-{4-[((2R)-2-hydroxy-2-{4-hydroxy-3-[(methylsulfonyl)amino]phenyl}ethyl)amino]-1-piperidineyl}benzoyl)amino]pentanedioate). RXN SMILES: [CH2:1]([O:3][C:4](=[O:29])[C@@H:5]([NH:13][C:14](=[O:28])[C:15]1[CH:20]=[CH:19][C:18]([N:21]2[CH2:26][CH2:25][C:24](=O)[CH2:23][CH2:22]2)=[CH:17][CH:16]=1)[CH2:6][CH2:7][C:8]([O:10][CH2:11][CH3:12])=[O:9])[CH3:2].[NH2:30][CH2:31][C@@H:32]([C:34]1[CH:35]=[CH:36][C:37]([OH:45])=[C:38]([NH:40][S:41]([CH3:44])(=[O:43])=[O:42])[CH:39]=1)[OH:33]>>[OH:33][C@H:32]([C:34]1[CH:35]=[CH:36][C:37]([OH:45])=[C:38]([NH:40][S:41]([CH3:44])(=[O:43])=[O:42])[CH:39]=1)[CH2:31][NH:30][CH:24]1[CH2:25][CH2:26][N:21]([C:18]2[CH:19]=[CH:20][C:15]([C:14]([NH:13][C@@H:5]([CH2:6][CH2:7][C:8]([O:10][CH2:11][CH3:12])=[O:9])[C:4]([O:3][CH2:1][CH3:2])=[O:29])=[O:28])=[CH:16][CH:17]=2)[CH2:22][CH2:23]1. Procedure: The title compound was prepared from (2S)-2-[4-(4-oxo-piperidine-1-yl)-benzoylamino]-pentanedioic acid diethyl ester (which was obtained in Example 157) and N-[5-((1R)-2-amino-1-hydroxy-ethyl)-2-hydroxy-phenyl]-methanesulfonamide (which was obtained in Example 10) according to the procedure of Example 180 as a white solid; mp >75° C. (decomposed); 1H NMR (300 MHz, DMSO-d6) δ 1.18 (t, J=7.1 Hz, 3H), 1.19 (t, J=7.1 Hz, 3H), 1.20-1.45 (m, 2H), 1.80-2.10 (m, 4H), 2.41 (t, J=7.4 Hz, 2H), 2.50-2.95 (m...